From a dataset of the Open Reaction Database (ORD), a public repository of structured organic reaction records. describe an organic reaction: reactants, conditions, products, and yield Reactants: C1(C=2C(C(=O)O1)=CC=CC2)=O (phthalic anhydride), C(C1=CC=CC=C1)N (benzylamine), C1(=CC=C(C=C1)S(=O)(=O)O)C (para-toluenesulfonic acid). Run in C1(=CC=CC=C1)C (toluene), C([O-])(O)=O.[Na+] (sodium bicarbonate). Conditions: temperature 140 celsius. The product is C(C1=CC=CC=C1)N1C(C=2C(C1=O)=CC=CC2)=O (N-benzylphthalimide). RXN SMILES: [C:1]1(=[O:11])[O:6][C:4](=O)[C:3]2=[CH:7][CH:8]=[CH:9][CH:10]=[C:2]12.[CH2:12]([NH2:19])[C:13]1[CH:18]=[CH:17][CH:16]=[CH:15][CH:14]=1.C1(C)C=CC(S(O)(=O)=O)=CC=1>C1(C)C=CC=CC=1.C(=O)(O)[O-].[Na+]>[CH2:12]([N:19]1[C:1](=[O:11])[C:2]2=[CH:10][CH:9]=[CH:8][CH:7]=[C:3]2[C:4]1=[O:6])[C:13]1[CH:18]=[CH:17][CH:16]=[CH:15][CH:14]=1 |f:4.5|. Procedure: N-Benzylphthalimide is prepared as described in Example 2, starting with 10 g of phthalic anhydride, 7.3 cm3 of benzylamine and a catalytic amount of para-toluenesulfonic acid in 100 cm3 of toluene. The reaction mixture is heated at a temperature in the region of 140° C. for 3 hours and is then cooled to a temperature in the region of 20° C. The reaction mixture is taken up in 100 cm3 of saturated aqueous sodium bicarbonate solution and the aqueous phase is extracted twice with 100 cm3 of ethyl ...